Dataset: the Open Reaction Database (ORD), a public repository of structured organic reaction records. Task: describe an organic reaction: reactants, conditions, products, and yield The reactants are C1(=CC=CC=C1)C1CC(NC2=CC=CC=C12)=O (4-Phenyl-3,4-dihydrocarbostyril), [H-].[Na+] (NaH), CI (MeI). The solvent is C1CCOC1 (THF), C1CCOC1 (THF). Conditions: temperature 0 celsius, time 10 minute. Product: CN1C(=O)CC(C2=CC=CC=C12)C1=CC=CC=C1 (1-methyl-4-phenyl-3,4-dihydrocarbostyril). RXN SMILES: [H-].[Na+].[C:3]1([CH:9]2[C:18]3[C:13](=[CH:14][CH:15]=[CH:16][CH:17]=3)[NH:12][C:11](=[O:19])[CH2:10]2)[CH:8]=[CH:7][CH:6]=[CH:5][CH:4]=1.[CH3:20]I>C1COCC1>[CH3:20][N:12]1[C:13]2[C:18](=[CH:17][CH:16]=[CH:15][CH:14]=2)[CH:9]([C:3]2[CH:4]=[CH:5][CH:6]=[CH:7][CH:8]=2)[CH2:10][C:11]1=[O:19] |f:0.1|. Reported procedure: To a suspension of NaH (1.2 eq., 0.537 g of 60% dispersion in mineral oil) in THF (50 mL) under N2 at 0° C. was added the product from Step A (1.0 eq., 2.50 g) in THF (50 mL) via cannula over a period of 5 minutes. The resulting pale yellow mixture was stirred at 0° C. for 10 minutes, then MeI (2.0 eq., 1.39 mL) was added. The opaque yellow mixture was allowed to slowly (ice bath not removed) warm to ambient temperature with stirring for 15 hours. 1M Aq. HCl (50 mL) and EtOAc (250 mL) were added... Product: Nc1ncc(Cl)cc1C=CC1CCCCC1. Starting materials: Nc1ncc(Cl)cc1Br, CCCCCC, C=CC1CCCCC1. Reaction SMILES: [Br:1][c:2]1[c:3]([NH2:9])[n:4][cH:5][c:6]([Cl:8])[cH:7]1.[CH3:18][CH2:19][CH2:20][CH2:21][CH2:22][CH3:23].[CH:10](=[CH2:11])[CH:12]1[CH2:13][CH2:14][CH2:15][CH2:16][CH2:17]1>>[c:2]1([CH:11]=[CH:10][CH:12]2[CH2:13][CH2:14][CH2:15][CH2:16][CH2:17]2)[c:3]([NH2:9])[n:4][cH:5][c:6]([Cl:8])[cH:7]1. The reactants are C1(=CC=CC=C1)C(C)N1CCNCC1 (1-(1-phenylethyl)piperazine), BrCCCCl (1-bromo-3-chloropropane), reagent. Solvent: C(C)O (ethanol). Product: Cl.Cl.Cl.Cl.C1(=CC=CC=C1)C(C)N1CCN(CC1)CCCN1CCN(CC1)C(C)C1=CC=CC=C1 (1,3-bis[4-(1-phenylethyl) -1-piperazinyl]propane tetrahydrochloride). Yield: 211.9%. As a reaction SMILES: [C:1]1([CH:7]([N:9]2[CH2:14][CH2:13][NH:12][CH2:11][CH2:10]2)[CH3:8])[CH:6]=[CH:5][CH:4]=[CH:3][CH:2]=1.Br[CH2:16][CH2:17][CH2:18][Cl:19]>C(O)C>[ClH:19].[ClH:19].[ClH:19].[ClH:19].[C:1]1([CH:7]([N:9]2[CH2:10][CH2:11][N:12]([CH2:16][CH2:17][CH2:18][N:12]3[CH2:13][CH2:14][N:9]([CH:7]([C:1]4[CH:6]=[CH:5][CH:4]=[CH:3][CH:2]=4)[CH3:8])[CH2:10][CH2:11]3)[CH2:13][CH2:14]2)[CH3:8])[CH:6]=[CH:5][CH:4]=[CH:3][CH:2]=1 |f:3.4.5.6.7|. Procedure: A mixture of 7.6 g of 1-(1-phenylethyl)piperazine, 3.2 g of 1-bromo-3-chloropropane and 50 ml of reagent ethanol was refluxed for 5 hours. The solvent was then removed under vacuum, 75 ml of water were added, and the mixture was extracted with ether (3×150 ml). The ether extract was evaporated to an oil and chromatographed on silica, the eluant being CH2Cl2 /CH3OH/ammonium hydroxide (45:5:1). The resulting yellow oil was dissolved in 150 ml of ether and precipitated with excess anhydrous hydroge... Starting materials: CCOC(=O)C=Cc1cn(Cc2cc(OCc3ccccc3)cc(OCc3ccccc3)c2)cc1-c1ccccc1, CCO, Cl, [Na+], C1CCOC1, [OH-]. Product: O=C(O)C=Cc1cn(Cc2cc(OCc3ccccc3)cc(OCc3ccccc3)c2)cc1-c1ccccc1. As a reaction SMILES: [CH2:1]([CH3:2])[O:3][C:4]([CH:5]=[CH:6][c:7]1[cH:8][n:9]([CH2:18][c:19]2[cH:20][c:21]([O:33][CH2:34][c:35]3[cH:36][cH:37][cH:38][cH:39][cH:40]3)[cH:22][c:23]([O:25][CH2:26][c:27]3[cH:28][cH:29][cH:30][cH:31][cH:32]3)[cH:24]2)[cH:10][c:11]1-[c:12]1[cH:13][cH:14][cH:15][cH:16][cH:17]1)=[O:41].[CH3:50][CH2:51][OH:52].[ClH:49].[Na+:43].[O:44]1[CH2:45][CH2:46][CH2:47][CH2:48]1.[OH-:42]>>[O:3]=[C:4]([CH:5]=[CH:6][c:7]1[cH:8][n:9]([CH2:18][c:19]2[cH:20][c:21]([O:33][CH2:34][c:35]3[cH:36][cH:37][cH:38][cH:39][cH:40]3)[cH:22][c:23]([O:25][CH2:26][c:27]3[cH:28][cH:29][cH:30][cH:31][cH:32]3)[cH:24]2)[cH:10][c:11]1-[c:12]1[cH:13][cH:14][cH:15][cH:16][cH:17]1)[OH:41].